This data is from the Open Reaction Database (ORD), a public repository of structured organic reaction records. The task is: describe an organic reaction: reactants, conditions, products, and yield Reactants: CNc1cccc(OC)c1, CCO, CCCCCC(=O)C(Cl)C#N. The product is CCCCCC(=O)C(C#N)N(C)c1cccc(OC)c1. RXN SMILES: [CH3:1][O:2][c:3]1[cH:4][c:5]([NH:6][CH3:7])[cH:8][cH:9][cH:10]1.[CH3:22][CH2:23][OH:24].[Cl:11][CH:12]([C:13]#[N:14])[C:15]([CH2:16][CH2:17][CH2:18][CH2:19][CH3:20])=[O:21]>>[CH3:1][O:2][c:3]1[cH:4][c:5]([N:6]([CH3:7])[CH:12]([C:13]#[N:14])[C:15]([CH2:16][CH2:17][CH2:18][CH2:19][CH3:20])=[O:21])[cH:8][cH:9][cH:10]1. Starting materials: [Li]CCCC, O=C(O)CN(CCN(CC(=O)O)CC(=O)O)CC(=O)O, C1CCOC1, Cn1ccnc1, [Cl-], N#C[Cu], COC(=O)c1ccc(C=CCBr)cc1-c1ccc(F)cc1, [I-], [I-], [Li+], O, [Zn+2]. The product is COC(=O)c1ccc(C=CCc2nccn2C)cc1-c1ccc(F)cc1. As a reaction SMILES: [CH2:1]([Li:2])[CH2:3][CH2:4][CH3:5].[CH2:38]([N:39]([CH2:40][C:41]([OH:42])=[O:43])[CH2:44][C:45]([OH:46])=[O:47])[CH2:48][N:49]([CH2:50][C:51]([OH:52])=[O:53])[CH2:54][C:55]([OH:56])=[O:57].[CH2:58]1[O:59][CH2:60][CH2:61][CH2:62]1.[CH3:6][n:7]1[cH:8][n:9][cH:10][cH:11]1.[Cl-:16].[Cu:12][C:13]#[N:14].[F:17][c:18]1[cH:19][cH:20][c:21](-[c:24]2[c:25]([C:26](=[O:27])[O:28][CH3:29])[cH:30][cH:31][c:32]([CH:34]=[CH:35][CH2:36][Br:37])[cH:33]2)[cH:22][cH:23]1.[I-:64].[I-:66].[Li+:15].[OH2:63].[Zn+2:65]>>[CH3:6][n:7]1[c:8]([CH2:36][CH:35]=[CH:34][c:32]2[cH:31][cH:30][c:25]([C:26](=[O:27])[O:28][CH3:29])[c:24](-[c:21]3[cH:20][cH:19][c:18]([F:17])[cH:23][cH:22]3)[cH:33]2)[n:9][cH:10][cH:11]1. The reactants are CC(=O)Cl, Cc1nc(N)ncc1-c1ccc(Cl)c(S(=O)(=O)NC2CCC(CN)CC2)c1, c1ccncc1. The product is CC(=O)NCC1CCC(NS(=O)(=O)c2cc(-c3cnc(N)nc3C)ccc2Cl)CC1. Reaction SMILES: [CH3:1][C:2]([Cl:3])=[O:4].[NH2:5][CH2:6][CH:7]1[CH2:8][CH2:9][CH:10]([NH:13][S:14](=[O:15])(=[O:16])[c:17]2[c:18]([Cl:31])[cH:19][cH:20][c:21](-[c:23]3[c:24]([CH3:30])[n:25][c:26]([NH2:29])[n:27][cH:28]3)[cH:22]2)[CH2:11][CH2:12]1.[cH:32]1[cH:33][cH:34][n:35][cH:36][cH:37]1>>[CH3:1][C:2](=[O:4])[NH:5][CH2:6][CH:7]1[CH2:8][CH2:9][CH:10]([NH:13][S:14](=[O:15])(=[O:16])[c:17]2[c:18]([Cl:31])[cH:19][cH:20][c:21](-[c:23]3[c:24]([CH3:30])[n:25][c:26]([NH2:29])[n:27][cH:28]3)[cH:22]2)[CH2:11][CH2:12]1. Starting materials: Cc1cc(Br)ccc1C(=O)c1cc(-n2cc(CCO)nn2)ccc1C, Nc1ccc(Cl)c(Cl)c1, Cc1cc(Nc2ccc(F)cc2F)ccc1C(=O)c1cc(-n2cc(CCO)nn2)ccc1C. Yields the product Cc1cc(Nc2ccc(Cl)c(Cl)c2)ccc1C(=O)c1cc(-n2cc(CCO)nn2)ccc1C. Reaction SMILES: [Br:34][c:35]1[cH:36][c:37]([CH3:58])[c:38]([C:41](=[O:42])[c:43]2[c:44]([CH3:57])[cH:45][cH:46][c:47](-[n:49]3[n:50][n:51][c:52]([CH2:54][CH2:55][OH:56])[cH:53]3)[cH:48]2)[cH:39][cH:40]1.[Cl:59][c:60]1[cH:61][c:62]([NH2:67])[cH:63][cH:64][c:65]1[Cl:66].[F:1][c:2]1[cH:3][c:4]([F:5])[cH:6][cH:7][c:8]1[NH:9][c:10]1[cH:11][cH:12][c:13]([C:14]([c:15]2[cH:16][c:17](-[n:18]3[cH:19][c:20]([CH2:21][CH2:22][OH:23])[n:24][n:25]3)[cH:26][cH:27][c:28]2[CH3:29])=[O:30])[c:31]([CH3:32])[cH:33]1>>[c:35]1([NH:67][c:62]2[cH:61][c:60]([Cl:59])[c:65]([Cl:66])[cH:64][cH:63]2)[cH:36][c:37]([CH3:58])[c:38]([C:41](=[O:42])[c:43]2[c:44]([CH3:57])[cH:45][cH:46][c:47](-[n:49]3[n:50][n:51][c:52]([CH2:54][CH2:55][OH:56])[cH:53]3)[cH:48]2)[cH:39][cH:40]1. The reactants are C(C1=CC=CC=C1)N([C@@H]1CC[C@H](CC1)C1=NNC(=C1)COC)CC1=CC=CC=C1 ((trans)-N,N-Dibenzyl-4-(5-(methoxymethyl)-1H-pyrazol-3-yl)cyclo hexanamine). The reagents and catalysts are [OH-].[OH-].[Pd+2] (palladium hydroxide on carbon). The solvent is CCO (EtOH). Reaction conditions: time 8 hour. Yields the product COCC1=CC(=NN1)[C@@H]1CC[C@H](CC1)N ((trans)-4-(5-(Methoxymethyl)-1H-pyrazol-3-yl)cyclohexanamine). Isolated yield 96.6%. RXN SMILES: C([N:8](CC1C=CC=CC=1)[C@H:9]1[CH2:14][CH2:13][C@H:12]([C:15]2[CH:19]=[C:18]([CH2:20][O:21][CH3:22])[NH:17][N:16]=2)[CH2:11][CH2:10]1)C1C=CC=CC=1>[OH-].[OH-].[Pd+2].CCO>[CH3:22][O:21][CH2:20][C:18]1[NH:17][N:16]=[C:15]([C@H:12]2[CH2:13][CH2:14][C@H:9]([NH2:8])[CH2:10][CH2:11]2)[CH:19]=1 |f:1.2.3|. Procedure details: To a Parr shaker bottle containing 13F (110 mg, 0.282 mmol) and EtOH (10 mL), was added palladium hydroxide on carbon (39.7 mg, 0.282 mmol). The mixture was purged with H2, and the bottle was shaken overnight under H2 (45 psi). The catalyst was removed by filtration and the filtrate was concentrated to provide 13G (57 mg, 96% yield) as a colorless gummy solid. MS (ES): m/z=210.2 [M+H]+.